describe an organic reaction: reactants, conditions, products, and yield From a dataset of the Open Reaction Database (ORD), a public repository of structured organic reaction records. The reactants are COC(/C(=C/C=1C=NC2=CC=CC=C2C1)/NC(C1=C(C=C(C=C1C)C(=O)NCC1=CC(=CC=C1)O)Cl)=O)=O ((Z)-2-[[2-chloro-4-[[(3-hydroxybenzyl)amino]carbonyl]-6-methylbenzoyl]amino]-3-(quinolin-3-yl)propenoic acid methyl ester), O.[OH-].[Li+] (lithium hydroxide monohydrate), O.[OH-].[Li+] (lithium hydroxide monohydrate). Run in CO.O1CCCC1.O (methanol tetrahydrofuran water). Run at time 48 hour. Yields the product ClC1=C(C(=O)N\C(\C(=O)O)=C/C=2C=NC3=CC=CC=C3C2)C(=CC(=C1)C(=O)NCC1=CC(=CC=C1)O)C ((Z)-2-[[2-chloro-4-[[(3-hydroxybenzyl)amino]carbonyl]-6-methylbenzoyl]amino]-3-(quinolin-3-yl)propenoic acid). The yield is 58.1%. RXN SMILES: C[O:2][C:3](=[O:38])/[C:4](/[NH:16][C:17](=[O:37])[C:18]1[C:23]([CH3:24])=[CH:22][C:21]([C:25]([NH:27][CH2:28][C:29]2[CH:34]=[CH:33][CH:32]=[C:31]([OH:35])[CH:30]=2)=[O:26])=[CH:20][C:19]=1[Cl:36])=[CH:5]/[C:6]1[CH:7]=[N:8][C:9]2[C:14]([CH:15]=1)=[CH:13][CH:12]=[CH:11][CH:10]=2.O.[OH-].[Li+]>CO.O1CCCC1.O>[Cl:36][C:19]1[CH:20]=[C:21]([C:25]([NH:27][CH2:28][C:29]2[CH:34]=[CH:33][CH:32]=[C:31]([OH:35])[CH:30]=2)=[O:26])[CH:22]=[C:23]([CH3:24])[C:18]=1[C:17]([NH:16]/[C:4](=[CH:5]\[C:6]1[CH:7]=[N:8][C:9]2[C:14]([CH:15]=1)=[CH:13][CH:12]=[CH:11][CH:10]=2)/[C:3]([OH:38])=[O:2])=[O:37] |f:1.2.3,4.5.6|. Procedure: A mixture of (Z)-2-[[2-chloro-4-[[(3-hydroxybenzyl)amino]carbonyl]-6-methylbenzoyl]amino]-3-(quinolin-3-yl)propenoic acid methyl ester (Example 211; 32 mg, 0.06 mmol) and lithium hydroxide monohydrate (11 mg, 0.262 mmol) in methanol/tetrahydrofuran/water (2:2:1; 0.25 mL) was stirred at room temperature for 48 h. An additional portion of lithium hydroxide monohydrate (6 mg, 0.14 mmol) was added and the solution was stirred for an additional 4 h. The reaction mixture was concentrated under reduced... Reactants: C(C)C=1C(=C(NC1I)C=O)C(=O)OCC1=CC=CC=C1 (benzyl 4-ethyl-2-formyl-5-iodo-1H-pyrrole-3-carboxylate), FC1=CC=C(C=C1)B(O)O (4-fluorophenylboronic acid), ClC1=C(C=CC=C1)B(O)O (2-chloro phenylboronic acid). Product: ClC1=C(C=CC=C1)C1=C(C(=C(N1)C=O)C(=O)OCC1=CC=CC=C1)CC (benzyl 5-(2-chlorophenyl)-4-ethyl-2-formyl-1H-pyrrole-3-carboxylate). Reaction SMILES: [CH2:1]([C:3]1[C:4]([C:11]([O:13][CH2:14][C:15]2[CH:20]=[CH:19][CH:18]=[CH:17][CH:16]=2)=[O:12])=[C:5]([CH:9]=[O:10])[NH:6][C:7]=1I)[CH3:2].FC1C=CC(B(O)O)=CC=1.[Cl:31][C:32]1[CH:37]=[CH:36][CH:35]=[CH:34][C:33]=1B(O)O>>[Cl:31][C:32]1[CH:37]=[CH:36][CH:35]=[CH:34][C:33]=1[C:7]1[NH:6][C:5]([CH:9]=[O:10])=[C:4]([C:11]([O:13][CH2:14][C:15]2[CH:20]=[CH:19][CH:18]=[CH:17][CH:16]=2)=[O:12])[C:3]=1[CH2:1][CH3:2]. Procedure details: Following the procedures described in Example 5, replacing methyl 4-ethyl-2-formyl-5-iodo-1H-pyrrole-3-carboxylate with benzyl 4-ethyl-2-formyl-5-iodo-1H-pyrrole-3-carboxylate and 4-fluorophenylboronic acid with 2-chloro phenylboronic acid, the title compound was obtained. Proton NMR for the product was consistent with the title compound. HRMS (ES) exact mass calculated for C21H19ClNO3 (M+H): 368.1048. Found 368.1015 Starting materials: C1(=CC=CC=C1)C1=CC2=C(C=C1)C1=C(CNCC1)C(O2)=O (8-phenyl-1,2,3,4-tetrahydro-5H-[1]benzopyrano[3,4-c]pyridin-5-one), Cl.ClCCN1CC2CCC(C1)CC2 (3-(2-chloroethyl)-3-azabicyclo(3.2.2)nonane hydrochloride). Yields the product Cl.Cl.C12CN(CC(CC1)CC2)CCN2CC1=C(CC2)C2=C(OC1=O)C=C(C=C2)C2=CC=CC=C2 (3-[2-(3-Azabicyclo[3.2.2]non-3-yl)ethyl]-1,2,3,4-tetrahydro-8-phenyl-5H-[1]benzopyrano[3,4-c]pyridin-5-one, dihydrochloride). Isolated yield 9.2%. Reaction SMILES: [C:1]1([C:7]2[CH:12]=[CH:11][C:10]3[C:13]4[CH2:18][CH2:17][NH:16][CH2:15][C:14]=4[C:19](=[O:21])[O:20][C:9]=3[CH:8]=2)[CH:6]=[CH:5][CH:4]=[CH:3][CH:2]=1.[ClH:22].[Cl:23][CH2:24][CH2:25][N:26]1[CH2:32][CH:31]2[CH2:33][CH2:34][CH:28]([CH2:29][CH2:30]2)[CH2:27]1>>[ClH:23].[ClH:22].[CH:31]12[CH2:33][CH2:34][CH:28]([CH2:29][CH2:30]1)[CH2:27][N:26]([CH2:25][CH2:24][N:16]1[CH2:17][CH2:18][C:13]3[C:10]4[CH:11]=[CH:12][C:7]([C:1]5[CH:2]=[CH:3][CH:4]=[CH:5][CH:6]=5)=[CH:8][C:9]=4[O:20][C:19](=[O:21])[C:14]=3[CH2:15]1)[CH2:32]2 |f:1.2,3.4.5|. Procedure details: Prepared by the method described for Example 1 from 8-phenyl-1,2,3,4-tetrahydro-5H-[1]benzopyrano[3,4-c]pyridin-5-one (5.54 g, 0.02 moles) and 3-(2-chloroethyl)-3-azabicyclo(3.2.2)nonane hydrochloride (4.48 g, 0.02 moles). Recrystallization from methanol gave the product (920 mg), mp 260°-265° C. (dec). Reactants: CN1CCC(N2C(=O)CCc3ccccc32)CC1, O=[N+]([O-])O, O=S(=O)(O)O. Product: CN1CCC(N2C(=O)CCc3cc([N+](=O)[O-])ccc32)CC1. Reaction SMILES: [CH3:1][N:2]1[CH2:3][CH2:4][CH:5]([N:8]2[C:9](=[O:18])[CH2:10][CH2:11][c:12]3[cH:13][cH:14][cH:15][cH:16][c:17]32)[CH2:6][CH2:7]1.[OH:19][N+:20]([O-:21])=[O:22].[S:23](=[O:24])(=[O:25])([OH:26])[OH:27]>>[CH3:1][N:2]1[CH2:3][CH2:4][CH:5]([N:8]2[C:9](=[O:18])[CH2:10][CH2:11][c:12]3[cH:13][c:14]([N+:20](=[O:19])[O-:21])[cH:15][cH:16][c:17]32)[CH2:6][CH2:7]1. The reactants are resultant crude product, ClC1=C(C(=O)NCC[C@@H](C)N2CCC(CC2)NCC2=CSC=C2)C(=CC(=N1)Cl)C (2,6-dichloro-4-methyl-N—((R)-3-{4-[(thiophen-3-ylmethyl)-amino]-piperidin-1-yl}-butyl)-nicotinamide), C(C)(C)(C)OC(=O)N(C)CC(=O)O ((tert-butoxycarbonyl-methyl-amino)-acetic acid), C=1C=CC2=C(C1)N=NN2O (HOBt), CCN(C(C)C)C(C)C (DIPEA), CCN=C=NCCCN(C)C (EDCI). Solvent: CN(C)C=O (DMF). Conditions: time 8 hour. Yields the product ClC1=C(C(=O)NCC[C@@H](C)N2CCC(CC2)N(CC2=CSC=C2)C(CNC)=O)C(=CC(=N1)Cl)C (2,6-Dichloro-4-methyl-N—((R)-3-{4-[(2-methylamino-acetyl)-thiophen-3-ylmethyl-amino]-piperidin-1-yl}-butyl)-nicotinamide). Reaction SMILES: [Cl:1][C:2]1[N:27]=[C:26]([Cl:28])[CH:25]=[C:24]([CH3:29])[C:3]=1[C:4]([NH:6][CH2:7][CH2:8][C@H:9]([N:11]1[CH2:16][CH2:15][CH:14]([NH:17][CH2:18][C:19]2[CH:23]=[CH:22][S:21][CH:20]=2)[CH2:13][CH2:12]1)[CH3:10])=[O:5].C(O[C:35]([N:37]([CH2:39][C:40](O)=[O:41])C)=O)(C)(C)C.C1C=CC2N(O)N=NC=2C=1.CCN(C(C)C)C(C)C.CCN=C=NCCCN(C)C>CN(C=O)C>[Cl:1][C:2]1[N:27]=[C:26]([Cl:28])[CH:25]=[C:24]([CH3:29])[C:3]=1[C:4]([NH:6][CH2:7][CH2:8][C@H:9]([N:11]1[CH2:16][CH2:15][CH:14]([N:17]([C:40](=[O:41])[CH2:39][NH:37][CH3:35])[CH2:18][C:19]2[CH:23]=[CH:22][S:21][CH:20]=2)[CH2:13][CH2:12]1)[CH3:10])=[O:5]. Reported procedure: Following general procedure E: to a stirred solution of 2,6-dichloro-4-methyl-N—((R)-3-{4-[(thiophen-3-ylmethyl)-amino]-piperidin-1-yl}-butyl)-nicotinamide (62 mg, 0.137 mmol), (tert-butoxycarbonyl-methyl-amino)-acetic acid (28 mg, 0.159 mmol), HOBt (24 mg, 0.177 mmol) and DIPEA (59 μL, 0.34 mmol) in DMF (3 ml) was added EDCI (34 mg, 0.177 mmol). The reaction was stirred at rt overnight under N2 pressure. The resultant crude product (88 mg) was used in the next step. The reactants are BrCc1ccccc1, O=C([O-])[O-], CN(C)C=O, [K+], [K+], O, CCOC(=O)c1cn(C)nc1O. Reaction SMILES: [Br:13][CH2:14][c:15]1[cH:16][cH:17][cH:18][cH:19][cH:20]1.[C:21](=[O:22])([O-:23])[O-:24].[CH3:27][N:28]([CH3:29])[CH:30]=[O:31].[K+:25].[K+:26].[OH2:32].[OH:1][c:2]1[n:3][n:4]([CH3:12])[cH:5][c:6]1[C:7](=[O:8])[O:9][CH2:10][CH3:11]>>[O:1]([c:2]1[n:3][n:4]([CH3:12])[cH:5][c:6]1[C:7](=[O:8])[O:9][CH2:10][CH3:11])[CH2:14][c:15]1[cH:16][cH:17][cH:18][cH:19][cH:20]1. The product is CCOC(=O)c1cn(C)nc1OCc1ccccc1.